The task is: describe an organic reaction: reactants, conditions, products, and yield. This data is from the Open Reaction Database (ORD), a public repository of structured organic reaction records. The product is C(CCC)OC1=NC(=C2N=C(N(C2=N1)CCCN1CCCC1)OC)N (2-(Butyloxy)-8-(methyloxy)-9-[3-(1-pyrrolidinyl)propyl]-9H-purin-6-amine). Procedure: Prepared similarly to Intermediate 20 from 2-(butyloxy)-8-(methyloxy)-1H-purin-6-amine trifluoroacetate, 1,3-dibromopropane and pyrrolidine. Starting materials: N1(CCC1)CCCN1C2=NC(=NC(=C2N=C1OC)N)OCCCC (9-[3-(1-Azetidinyl)propyl]-2-(butyloxy)-8-(methyloxy)-9H-purin-6-amine), FC(C(=O)O)(F)F.C(CCC)OC=1NC(=C2N=C(N=C2N1)OC)N (2-(butyloxy)-8-(methyloxy)-1H-purin-6-amine trifluoroacetate), BrCCCBr (1,3-dibromopropane), N1CCCC1 (pyrrolidine). RXN SMILES: [N:1]1([CH2:5][CH2:6][CH2:7][N:8]2[C:16]([O:17][CH3:18])=[N:15][C:14]3[C:9]2=[N:10][C:11]([O:20][CH2:21][CH2:22][CH2:23][CH3:24])=[N:12][C:13]=3[NH2:19])[CH2:4][CH2:3][CH2:2]1.F[C:26](F)(F)C(O)=O.C(OC1NC(N)=C2C(N=1)=NC(OC)=N2)CCC.BrCCCBr.N1CCCC1>>[CH2:21]([O:20][C:11]1[N:10]=[C:9]2[C:14]([N:15]=[C:16]([O:17][CH3:18])[N:8]2[CH2:7][CH2:6][CH2:5][N:1]2[CH2:2][CH2:26][CH2:3][CH2:4]2)=[C:13]([NH2:19])[N:12]=1)[CH2:22][CH2:23][CH3:24] |f:1.2|. Reactants: C(CCC)C1=NC2=C(N1CC1=CC=C(C=C1)C=1C(=CC=CC1)C(=O)OC(C)(C)C)C=CC=C2NC(CCC)=O (tert.butyl 4'-[(2-n-butyl-4-butanoylamino-benzimidazol-1-yl)-methyl]biphenyl-2-carboxylate), FC(C(=O)O)(F)F.C(Cl)Cl (trifluoroacetic acid methylene chloride). Product: C(CCC)C1=NC2=C(N1CC1=CC=C(C=C1)C=1C(=CC=CC1)C(=O)O)C=CC=C2NC(CCC)=O (4'-[(2-n-Butyl-4-butanoylamino-benzimidazol-1-yl)-methyl]biphenyl-2-carboxylic acid). Reaction SMILES: [CH2:1]([C:5]1[N:9]([CH2:10][C:11]2[CH:16]=[CH:15][C:14]([C:17]3[C:18]([C:23]([O:25]C(C)(C)C)=[O:24])=[CH:19][CH:20]=[CH:21][CH:22]=3)=[CH:13][CH:12]=2)[C:8]2[CH:30]=[CH:31][CH:32]=[C:33]([NH:34][C:35](=[O:39])[CH2:36][CH2:37][CH3:38])[C:7]=2[N:6]=1)[CH2:2][CH2:3][CH3:4].FC(F)(F)C(O)=O.C(Cl)Cl>>[CH2:1]([C:5]1[N:9]([CH2:10][C:11]2[CH:12]=[CH:13][C:14]([C:17]3[C:18]([C:23]([OH:25])=[O:24])=[CH:19][CH:20]=[CH:21][CH:22]=3)=[CH:15][CH:16]=2)[C:8]2[CH:30]=[CH:31][CH:32]=[C:33]([NH:34][C:35](=[O:39])[CH2:36][CH2:37][CH3:38])[C:7]=2[N:6]=1)[CH2:2][CH2:3][CH3:4] |f:1.2|. Procedure: Prepared in analogous manner to Example 9 from tert.butyl 4'-[(2-n-butyl-4-butanoylamino-benzimidazol-1-yl)-methyl]biphenyl-2-carboxylate and trifluoroacetic acid/methylene chloride. Solvent: O (water), CC(=O)C (acetone), C(C)(=O)OCC (ethyl acetate), O1CCCC1 (tetrahydrofuran), CN(C=O)C (N,N-dimethylformamide), C(C)(=O)OCC (ethyl acetate). Starting materials: NC1[C@@H]2N(C(=C(CS2)CSC2=NN=NN2CC(=NOC)C(=O)O)C(=O)O)C1=O (7-amino 3-[1-(2-carboxy-2-methoxyiminoethyl)-1H-tetrazol-5-yl]thiomethyl-3-cephem-4-carboxylic acid), C([O-])(O)=O.[Na+] (sodium bicarbonate), C(C#C)ON=C(C(=O)O)C=1N=C(SC1)NC(C(F)(F)F)=O (2-(2-Propynyloxyimino)-2-[2-(2,2,2-trifluoroacetamido)thiazol-4-yl]acetic acid), C[N+](=CCl)C.[Cl-] (vilsmeier reagent), P(=O)(Cl)(Cl)Cl (phosphoryl chloride), resultant mixture. Procedure details: 2-(2-Propynyloxyimino)-2-[2-(2,2,2-trifluoroacetamido)thiazol-4-yl]acetic acid (syn isomer) (1.05 g) was added at 0° C. to vilsmeier reagent which had been prepared from N,N-dimethylformamide (0.31 g) and phosphoryl chloride (0.65 g) in ethyl acetate (1.2 ml) and tetrahydrofuran (7.4 ml), and the mixture was stirred at the same temperature for 30 minutes to afford the activated solution. The activated solution was added dropwise at -5° to 0° C. to a solution of 7-amino 3-[1-(2-carboxy-2-methoxyi... As a reaction SMILES: [CH2:1]([O:4][N:5]=[C:6]([C:10]1[N:11]=[C:12]([NH:15][C:16](=[O:21])[C:17]([F:20])([F:19])[F:18])[S:13][CH:14]=1)[C:7]([OH:9])=O)[C:2]#[CH:3].C[N+](C)=CCl.[Cl-].P(Cl)(Cl)(Cl)=O.[NH2:33][CH:34]1[C:59](=[O:60])[N:36]2[C:37]([C:56]([OH:58])=[O:57])=[C:38]([CH2:41][S:42][C:43]3[N:47]([CH2:48][C:49]([C:53]([OH:55])=[O:54])=[N:50][O:51][CH3:52])[N:46]=[N:45][N:44]=3)[CH2:39][S:40][C@H:35]12.C(=O)(O)[O-].[Na+]>C(OCC)(=O)C.O1CCCC1.O.CC(C)=O.CN(C)C=O>[CH2:1]([O:4][N:5]=[C:6]([C:10]1[N:11]=[C:12]([NH:15][C:16](=[O:21])[C:17]([F:20])([F:19])[F:18])[S:13][CH:14]=1)[C:7]([NH:33][CH:34]1[C:59](=[O:60])[N:36]2[C:37]([C:56]([OH:58])=[O:57])=[C:38]([CH2:41][S:42][C:43]3[N:47]([CH2:48][C:49]([C:53]([OH:55])=[O:54])=[N:50][O:51][CH3:52])[N:46]=[N:45][N:44]=3)[CH2:39][S:40][C@H:35]12)=[O:9])[C:2]#[CH:3] |f:1.2,5.6|. Run at time 30 minute. Yields the product C(C#C)ON=C(C(=O)NC1[C@@H]2N(C(=C(CS2)CSC2=NN=NN2CC(=NOC)C(=O)O)C(=O)O)C1=O)C=1N=C(SC1)NC(C(F)(F)F)=O (7-[2-(2-propynyloxyimino)-2-{2-(2,2,2-trifluoroacetamido)thiazol-4-yl}acetamido]-3-[1-(2-carboxy-2-methoxyiminoethyl)-1H-tetrazol-5-yl]thiomethyl-3-cephem-4-carboxylic acid).